This data is from the Open Reaction Database (ORD), a public repository of structured organic reaction records. The task is: describe an organic reaction: reactants, conditions, products, and yield Starting materials: CC(O)CCCCn1c(=O)c2c(ncn2Cc2ccccc2)n(C)c1=O, CO, CC(=O)O, [H][H]. The product is CC(O)CCCCn1c(=O)c2[nH]cnc2n(C)c1=O. RXN SMILES: [CH2:1]([c:2]1[cH:3][cH:4][cH:5][cH:6][cH:7]1)[n:8]1[cH:9][n:10][c:11]2[n:12]([CH3:26])[c:13](=[O:25])[n:14]([CH2:18][CH2:19][CH2:20][CH2:21][CH:22]([CH3:23])[OH:24])[c:15](=[O:17])[c:16]12.[CH3:27][OH:28].[CH3:31][C:32](=[O:33])[OH:34].[H:29][H:30]>>[nH:8]1[cH:9][n:10][c:11]2[n:12]([CH3:26])[c:13](=[O:25])[n:14]([CH2:18][CH2:19][CH2:20][CH2:21][CH:22]([CH3:23])[OH:24])[c:15](=[O:17])[c:16]12. The reactants are Cl (hydrogen chloride), C(C1=CC=CC=C1)[C@H]1N(CC[C@@H](C1)N(C(C(F)(F)F)=O)CC1=CC=NC2=CC=CC=C12)C(=O)OC(C)(C)C ((2R*,4S*)-2-benzyl-1-t-butyloxycarbonyl-N-(4-quinolylmethyl)-N-trifluoroacetyl-4-piperidinamine). The solvent is O1CCOCC1 (dioxane). Conditions: time 1 hour. The product is C(C1=CC=CC=C1)[C@H]1NCC[C@@H](C1)N(C(C(F)(F)F)=O)CC1=CC=NC2=CC=CC=C12 ((2R*,4S*)-2-Benzyl-N-(4-quinolylmethyl)-N-trifluoroacetyl-4-piperidinamine). As a reaction SMILES: Cl.[CH2:2]([C@@H:9]1[CH2:14][C@@H:13]([N:15]([CH2:22][C:23]2[C:32]3[C:27](=[CH:28][CH:29]=[CH:30][CH:31]=3)[N:26]=[CH:25][CH:24]=2)[C:16](=[O:21])[C:17]([F:20])([F:19])[F:18])[CH2:12][CH2:11][N:10]1C(OC(C)(C)C)=O)[C:3]1[CH:8]=[CH:7][CH:6]=[CH:5][CH:4]=1>O1CCOCC1>[CH2:2]([C@@H:9]1[CH2:14][C@@H:13]([N:15]([CH2:22][C:23]2[C:32]3[C:27](=[CH:28][CH:29]=[CH:30][CH:31]=3)[N:26]=[CH:25][CH:24]=2)[C:16](=[O:21])[C:17]([F:19])([F:20])[F:18])[CH2:12][CH2:11][NH:10]1)[C:3]1[CH:4]=[CH:5][CH:6]=[CH:7][CH:8]=1. Procedure: 250 ml of 6N hydrogen chloride in dioxane is added dropwise over the course of 3 minutes to 7.73 g (14.7 mmol) of (2R*,4S*)-2-benzyl-1-t-butyloxycarbonyl-N-(4-quinolylmethyl)-N-trifluoroacetyl-4-piperidinamine while cooling in ice, and the mixture is subsequently stirred at room temperature for 1 hour. The reaction mixture is concentrated in a rotary evaporator, basified with 1N sodium bicarbonate solution and extracted with methylene chloride. The organic phases are dried over magnesium sulfate... The reactants are [Cr](=O)(=O)([O-])O[Cr](=O)(=O)[O-].[NH+]1=CC=CC=C1.[NH+]1=CC=CC=C1 (Pyridinium dichromate), CC(CO)CCCC(C)(O)C (2,6-Dimethyl-heptane-1,6-diol), C1(=CC=C(C=C1)S(=O)(=O)[O-])C.[NH+]1=CC=CC=C1 (pyridinium p-toluenesulfonate). Solvent: C(Cl)Cl (CH2Cl2). Run at time 4 hour. Yields the product OC(CCC[C@@H](C=O)C)(C)C ((S)-6-Hydroxy-2,6-dimethyl-heptanal). The yield is 59.5%. Reaction SMILES: [Cr](O[Cr]([O-])(=O)=O)([O-])(=O)=O.[NH+]1C=CC=CC=1.[NH+]1C=CC=CC=1.[CH3:22][CH:23]([CH2:26][CH2:27][CH2:28][C:29]([CH3:32])([OH:31])[CH3:30])[CH2:24][OH:25].C1(C)C=CC(S([O-])(=O)=O)=CC=1.[NH+]1C=CC=CC=1>C(Cl)Cl>[OH:31][C:29]([CH3:30])([CH3:32])[CH2:28][CH2:27][CH2:26][C@H:23]([CH3:22])[CH:24]=[O:25] |f:0.1.2,4.5|. Reported procedure: Pyridinium dichromate (1.5 g, 3.75 mmol) was added to a stirred solution of diol 8 (110 mg, 0.69 mmol) and pyridinium p-toluenesulfonate (33 mg, 0.11 mmol) in CH2Cl2 (5 mL). The resulting suspension was stirred for 4 hours at room temperature under argon. The reaction was then filtered through Celite and solvent was evaporated under reduced pressure. The residue was chromatographed on silica gel using hexane/EtOAc (9:1) as an eluent to give an oily aldehyde 9 (65 mg, 60%). The reactants are NC1=C(C=C(C=C1)CC(=O)OCC)C (ethyl (4-amino-3-methylphenyl)acetate), C(C(=O)Cl)(=O)Cl (Oxalyl chloride), ClC=1C=C(C=CC1)COC=1C=CC(=C(C(=O)O)C1)C (5-{[(3-chlorophenyl)methyl]oxy}-2-methylbenzoic acid), CN(C=O)C (N,N dimethylformamide). Solvent: ClCCl (dichloromethane), C(C)N(CC)CC (triethylamine), ClCCl (dichloromethane). Run at temperature 20 celsius, time 75 minute. Yields the product ClC=1C=C(C=CC1)COC=1C=CC(=C(C1)C(=O)NC1=C(C=C(C=C1)CC(=O)OCC)C)C (ethyl (4-{[(5-{[(3-chlorophenyl)methyl]oxy}-2-methylphenyl)carbonyl]amino}-3-methylphenyl)acetate). Reaction SMILES: C(Cl)(=O)C(Cl)=O.[Cl:7][C:8]1[CH:9]=[C:10]([CH2:14][O:15][C:16]2[CH:17]=[CH:18][C:19]([CH3:25])=[C:20]([CH:24]=2)[C:21]([OH:23])=O)[CH:11]=[CH:12][CH:13]=1.CN(C)C=O.[NH2:31][C:32]1[CH:37]=[CH:36][C:35]([CH2:38][C:39]([O:41][CH2:42][CH3:43])=[O:40])=[CH:34][C:33]=1[CH3:44]>ClCCl.C(N(CC)CC)C>[Cl:7][C:8]1[CH:9]=[C:10]([CH2:14][O:15][C:16]2[CH:17]=[CH:18][C:19]([CH3:25])=[C:20]([C:21]([NH:31][C:32]3[CH:37]=[CH:36][C:35]([CH2:38][C:39]([O:41][CH2:42][CH3:43])=[O:40])=[CH:34][C:33]=3[CH3:44])=[O:23])[CH:24]=2)[CH:11]=[CH:12][CH:13]=1. Procedure details: Oxalyl chloride (15.1 ml, 173 mmol) was added over approx 1 minute to a stirred suspension of 5-{[(3-chlorophenyl)methyl]oxy}-2-methylbenzoic acid (31.8 g, 115 mmol) in dichloromethane (1.14 L) at 20° C. under argon. This was followed by the addition of N,N dimethylformamide (2 ml, 25.8 mmol) over 3 minutes with accompanying gas evolution but no noticeable temperature rise. Within approx 15 minutes the suspension dissolved and turned a darker brown. The mixture was stirred under argon at 20° C. ... Starting materials: OB1OC(C2=C1C=C(C=C2C)O)C(C(=O)OCC)C (ethyl 2-(1,6-dihydroxy-4-methyl-1,3-dihydrobenzo[c][1,2]oxaborol-3-yl)propanoate), Cl (HCl), KHCO3, BrC=1SC(=NN1)[N+](=O)[O-] (2-bromo-5-nitro-1,3,4-thiadiazole). Run in CC#N (CH3CN). Conditions: time 8 hour. Product: OB1OC(C2=C1C=C(C=C2C)OC=2SC(=NN2)[N+](=O)[O-])C(C(=O)OCC)C (Ethyl 2-(1-hydroxy-4-methyl-6-(5-nitro-1,3,4-thiadiazol-2-yloxy)-1,3-dihydrobenzo[c][1,2]oxaborol-3-yl)propanoate). As a reaction SMILES: [OH:1][B:2]1[C:6]2[CH:7]=[C:8]([OH:12])[CH:9]=[C:10]([CH3:11])[C:5]=2[CH:4]([CH:13]([CH3:19])[C:14]([O:16][CH2:17][CH3:18])=[O:15])[O:3]1.Br[C:21]1[S:22][C:23]([N+:26]([O-:28])=[O:27])=[N:24][N:25]=1.Cl>CC#N>[OH:1][B:2]1[C:6]2[CH:7]=[C:8]([O:12][C:21]3[S:22][C:23]([N+:26]([O-:28])=[O:27])=[N:24][N:25]=3)[CH:9]=[C:10]([CH3:11])[C:5]=2[CH:4]([CH:13]([CH3:19])[C:14]([O:16][CH2:17][CH3:18])=[O:15])[O:3]1. Procedure: Into a 50-mL round-bottom flask were placed a solution of ethyl 2-(1,6-dihydroxy-4-methyl-1,3-dihydrobenzo[c][1,2]oxaborol-3-yl)propanoate (800 mg, 2.73 mmol, 1.00 equiv, 90%) in CH3CN (30 mL), KHCO3 (1.5 g, 15.00 mmol, 5.00 equiv) and 2-bromo-5-nitro-1,3,4-thiadiazole (890 mg, 3.80 mmol, 1.40 equiv, 90%). The resulting mixture was stirred overnight at room temperature. The pH value of the solution was adjusted to 4 with HCl (2 mol/L), then extracted with 4×50 mL of ethyl acetate. The organic la...